From a dataset of the Open Reaction Database (ORD), a public repository of structured organic reaction records. describe an organic reaction: reactants, conditions, products, and yield Reactants: S1C(SC2=C1C=CC=C2)=NCCN(C)C (N'-(1,3-benzodithiol-2-ylidene)-N,N-dimethyl-1,2-ethanediamine), Cl (hydrogen chloride). The solvent is C(C)OCC (diethyl ether). The product is Cl.S1C(SC2=C1C=CC=C2)=NCCN(C)C (N'-(1,3-Benzodithiol-2-ylidene)-N,N-dimethyl-1,2-ethanediamine, hydrochloride). Reaction SMILES: [S:1]1[C:5]2[CH:6]=[CH:7][CH:8]=[CH:9][C:4]=2[S:3][C:2]1=[N:10][CH2:11][CH2:12][N:13]([CH3:15])[CH3:14].[ClH:16]>C(OCC)C>[ClH:16].[S:1]1[C:5]2[CH:6]=[CH:7][CH:8]=[CH:9][C:4]=2[S:3][C:2]1=[N:10][CH2:11][CH2:12][N:13]([CH3:15])[CH3:14] |f:3.4|. Reported procedure: A solution of N'-(1,3-benzodithiol-2-ylidene)-N,N-dimethyl-1,2-ethanediamine (2.0g, prepared as described in Example 15) in 100 ml of diethyl ether is treated dropwise with ethereal hydrogen chloride until precipitation is complete. The white solid thus obtained is filtered, washed with diethyl ether, and recrystallized from acetonitrile. The recrystallized material was filtered and washed with diethyl ether before drying over phosphorous pentoxide for four days. Analysis of this product (1.4g) ... Starting materials: COCOC1=C(C=CC(=C1)OCOC)C=1N(C2=CC(=CC=C2C1C1CCCCC1)C(=O)OC)CCOC1OCCCC1 (methyl 2-(2,4-bismethoxymethoxyphenyl)-3-cyclohexyl-1-[2-(tetrahydropyran-2-yloxy)ethyl]-1H-indole-6-carboxylate), Cl (hydrochloric acid). Solvent: CO (methanol), O1CCCC1 (tetrahydrofuran). Run at time 10 hour. Yields the product C1(CCCCC1)C1=C(N(C2=CC(=CC=C12)C(=O)OC)CCO)C1=C(C=C(C=C1)O)O (methyl 3-cyclohexyl-2-(2,4-dihydroxyphenyl)-1-(2-hydroxyethyl)-1H-indole-6-carboxylate). Isolated yield 68.0%. Reaction SMILES: COC[O:4][C:5]1[CH:10]=[C:9]([O:11]COC)[CH:8]=[CH:7][C:6]=1[C:15]1[N:16]([CH2:34][CH2:35][O:36]C2CCCCO2)[C:17]2[C:22]([C:23]=1[CH:24]1[CH2:29][CH2:28][CH2:27][CH2:26][CH2:25]1)=[CH:21][CH:20]=[C:19]([C:30]([O:32][CH3:33])=[O:31])[CH:18]=2.Cl>CO.O1CCCC1>[CH:24]1([C:23]2[C:22]3[C:17](=[CH:18][C:19]([C:30]([O:32][CH3:33])=[O:31])=[CH:20][CH:21]=3)[N:16]([CH2:34][CH2:35][OH:36])[C:15]=2[C:6]2[CH:7]=[CH:8][C:9]([OH:11])=[CH:10][C:5]=2[OH:4])[CH2:25][CH2:26][CH2:27][CH2:28][CH2:29]1. Reported procedure: To a solution of methyl 2-(2,4-bismethoxymethoxyphenyl)-3-cyclohexyl-1-[2-(tetrahydropyran-2-yloxy)ethyl]-1H-indole-6-carboxylate in methanol (525 ml) and tetrahydrofuran (30 ml) was added 6N hydrochloric acid (105 ml) and the mixture was stirred for 10 hr. The reaction mixture was concentrated and water was added. The mixture was extracted with ethyl acetate. The organic layer was washed with saturated brine, and dried over anhydrous magnesium sulfate. After filtration, the solvent was evaporat... Reactants: CCNC(=O)CC(C)NC(=O)c1cn(COCC[Si](C)(C)C)c2ncc(C3CC3)nc12, ClCCl, O=C(O)C(F)(F)F. The product is CCNC(=O)CC(C)NC(=O)c1c[nH]c2ncc(C3CC3)nc12. RXN SMILES: [CH2:1]([CH3:2])[NH:3][C:4](=[O:5])[CH2:6][CH:7]([CH3:8])[NH:9][C:10](=[O:11])[c:12]1[cH:13][n:14]([CH2:24][O:25][CH2:26][CH2:27][Si:28]([CH3:29])([CH3:30])[CH3:31])[c:15]2[n:16][cH:17][c:18]([CH:21]3[CH2:22][CH2:23]3)[n:19][c:20]12.[Cl:39][CH2:40][Cl:41].[OH:32][C:33]([C:34]([F:35])([F:36])[F:37])=[O:38]>>[CH2:1]([CH3:2])[NH:3][C:4](=[O:5])[CH2:6][CH:7]([CH3:8])[NH:9][C:10](=[O:11])[c:12]1[cH:13][nH:14][c:15]2[n:16][cH:17][c:18]([CH:21]3[CH2:22][CH2:23]3)[n:19][c:20]12.